From a dataset of the Open Reaction Database (ORD), a public repository of structured organic reaction records. describe an organic reaction: reactants, conditions, products, and yield Reactants: [BH4-], C1CCOC1, COCOc1cccnc1SC(C)C(=O)c1ccc(OCc2ccc(OC)cc2)cc1, [Cl-], [Li+], [NH4+], O. The product is COCOc1cccnc1SC(C)C(O)c1ccc(OCc2ccc(OC)cc2)cc1. As a reaction SMILES: [BH4-:32].[CH2:37]1[O:38][CH2:39][CH2:40][CH2:41]1.[CH3:1][O:2][c:3]1[cH:4][cH:5][c:6]([CH2:7][O:8][c:9]2[cH:10][cH:11][c:12]([C:15]([CH:16]([CH3:17])[S:18][c:19]3[n:20][cH:21][cH:22][cH:23][c:24]3[O:25][CH2:26][O:27][CH3:28])=[O:29])[cH:13][cH:14]2)[cH:30][cH:31]1.[Cl-:34].[Li+:33].[NH4+:35].[OH2:36]>>[CH3:1][O:2][c:3]1[cH:4][cH:5][c:6]([CH2:7][O:8][c:9]2[cH:10][cH:11][c:12]([CH:15]([CH:16]([CH3:17])[S:18][c:19]3[n:20][cH:21][cH:22][cH:23][c:24]3[O:25][CH2:26][O:27][CH3:28])[OH:29])[cH:13][cH:14]2)[cH:30][cH:31]1. Procedure: To a solution of 3-amino-N-methyl-6-(3-{[(3R)-pyrrolidin-3-ylamino]carbonyl}phenyl)pyrazine-2-carboxamide (34.0 mg, 0.1 mmol) in acetonitrile was added K2CO3 (27.6 mg, 0.2 mmol) followed by 4-chlorobenzyl bromide (30.7 mg, 0.15 mmol). The mixture was allowed to stir at room temperature over 12 h and filtered. The acetonitrile solution was evaporated to dryness, the residue was chromatographed on silica gel using ethyl acetate/hexane 4:1 v/v and trituration of the resulting solid with hexane affo... Run at time 12 hour. Starting materials: NC=1C(=NC(=CN1)C1=CC(=CC=C1)C(=O)N[C@H]1CNCC1)C(=O)NC (3-amino-N-methyl-6-(3-{[(3R)-pyrrolidin-3-ylamino]carbonyl}phenyl)pyrazine-2-carboxamide), C(=O)([O-])[O-].[K+].[K+] (K2CO3), ClC1=CC=C(CBr)C=C1 (4-chlorobenzyl bromide). The solvent is C(C)#N (acetonitrile). RXN SMILES: [NH2:1][C:2]1[C:3]([C:22]([NH:24][CH3:25])=[O:23])=[N:4][C:5]([C:8]2[CH:13]=[CH:12][CH:11]=[C:10]([C:14]([NH:16][C@@H:17]3[CH2:21][CH2:20][NH:19][CH2:18]3)=[O:15])[CH:9]=2)=[CH:6][N:7]=1.C([O-])([O-])=O.[K+].[K+].[Cl:32][C:33]1[CH:40]=[CH:39][C:36]([CH2:37]Br)=[CH:35][CH:34]=1>C(#N)C>[Cl:32][C:33]1[CH:40]=[CH:39][C:36]([CH2:37][NH:1][C:2]2[C:3]([C:22]([NH:24][CH3:25])=[O:23])=[N:4][C:5]([C:8]3[CH:13]=[CH:12][CH:11]=[C:10]([C:14]([NH:16][C@@H:17]4[CH2:21][CH2:20][N:19]([CH2:37][C:36]5[CH:39]=[CH:40][C:33]([Cl:32])=[CH:34][CH:35]=5)[CH2:18]4)=[O:15])[CH:9]=3)=[CH:6][N:7]=2)=[CH:35][CH:34]=1 |f:1.2.3|. The yield is 63.3%. Yields the product ClC1=CC=C(C=C1)CNC=1C(=NC(=CN1)C1=CC(=CC=C1)C(=O)N[C@H]1CN(CC1)CC1=CC=C(C=C1)Cl)C(=O)NC (3-{[(4-chlorophenyl)methyl]amino}-6-{3-[({(3R)-1-[(4-chlorophenyl) methyl]pyrrolidin-3-yl}amino)carbonyl]phenyl}-N-methylpyrazine-2-carboxamide). Starting materials: C1(=CC=CC=C1)COC(NCCC=1C2=C(C(=NC1)N)C(=CO2)C=2C=C1CCN(C1=CC2)C(CC2=C(C=CC(=C2)F)F)=O)=O (phenylmethyl[2-(4-amino-3-{1-[(2,5-difluorophenyl)acetyl]-2,3-dihydro-1H-indol-5-yl}furo[3,2-c]pyridin-7-yl)ethyl]carbamate), CC=1C=C2C(=CC1C)N(C3=NC(=O)NC(=O)C3=N2)C[C@@H]([C@@H]([C@@H](CO)O)O)O (E101), O1CCCC1 (Tetrahydrofuran), CC=1C=C2C(=CC1C)N(C3=NC(=O)NC(=O)C3=N2)C[C@@H]([C@@H]([C@@H](CO)O)O)O (E101). The reagents and catalysts are [Pd] (Pd/C), [Pd] (Pd/C). Solvent: C(C)O (Ethanol), O (water), O (water), CN(C=O)C (N,N-Dimethylformamide). Run at temperature 50 celsius, time 19 hour. The product is NCCC=1C2=C(C(=NC1)N)C(=CO2)C=2C=C1CCN(C1=CC2)C(CC2=C(C=CC(=C2)F)F)=O (7-(2-aminoethyl)-3-{1-[(2,5-difluorophenyl)acetyl]-2,3-dihydro-1H-indol-5-yl}furo[3,2-c]pyridin-4-amine). Isolated yield 25.7%. As a reaction SMILES: C1(COC(=O)[NH:10][CH2:11][CH2:12][C:13]2[C:14]3[O:22][CH:21]=[C:20]([C:23]4[CH:24]=[C:25]5[C:29](=[CH:30][CH:31]=4)[N:28]([C:32](=[O:42])[CH2:33][C:34]4[CH:39]=[C:38]([F:40])[CH:37]=[CH:36][C:35]=4[F:41])[CH2:27][CH2:26]5)[C:15]=3[C:16]([NH2:19])=[N:17][CH:18]=2)C=CC=CC=1.CC1C=C2N=C3C(=NC(NC3=O)=O)N(C[C@H](O)[C@H](O)[C@H](O)CO)C2=CC=1C.O1CCCC1>C(O)C.[Pd].O.CN(C)C=O>[NH2:10][CH2:11][CH2:12][C:13]1[C:14]2[O:22][CH:21]=[C:20]([C:23]3[CH:24]=[C:25]4[C:29](=[CH:30][CH:31]=3)[N:28]([C:32](=[O:42])[CH2:33][C:34]3[CH:39]=[C:38]([F:40])[CH:37]=[CH:36][C:35]=3[F:41])[CH2:27][CH2:26]4)[C:15]=2[C:16]([NH2:19])=[N:17][CH:18]=1. Procedure details: A suspension of phenylmethyl[2-(4-amino-3-{1-[(2,5-difluorophenyl)acetyl]-2,3-dihydro-1H-indol-5-yl}furo[3,2-c]pyridin-7-yl)ethyl]carbamate (91 mg, 0.156 mmol) and Pd/C (10 wt. % dry basis), wet (ca. 50% water), Degussa type E101 NE/W (27 mg, 0.013 mmol) in Ethanol (1 mL) and Tetrahydrofuran (THF) (5 mL) was stirred under an atmosphere of hydrogen for 3 hours. LCMS showed no conversion, and it appeared that the starting material was not very soluble in the reaction mixture. Some N,N-Dimethylform... The reactants are Cl (hydrochloric acid), C(C)(C)(C)OC(=O)N(CCC1=CC=C(C=C1)C1=CC=C2C(=CN(C2=C1)C(C)C)C(=O)O)C[C@H](OC1OCCCC1)C1=CC(=CC=C1)Cl (6-[4-[2-[(tert-butoxycarbonyl)[(2R)-2-(3-chlorophenyl)-2-(tetrahydro-2H-pyran-2-yloxy)ethyl]-amino]ethyl]phenyl]-1-isopropyl-1H-indole-3-carboxylic acid), C(=O)(N1C=NC=C1)N1C=NC=C1 (1,1′-carbonyldiimidazole), CS(=O)(=O)N (methanesulfonamide), C1CCC2=NCCCN2CC1 (1,8-diazabicyclo[5.4.0]-7-undecene). The solvent is CN(C=O)C (N,N-dimethylformamide). Conditions: time 2.5 hour. Yields the product ClC=1C=C(C=CC1)[C@H](CN(C(OC(C)(C)C)=O)CCC1=CC=C(C=C1)C1=CC=C2C(=CN(C2=C1)C(C)C)C(=O)NS(=O)(=O)C)OC1OCCCC1 (tert-butyl [(2R)-2-(3-chlorophenyl)-2-(tetrahydro-2H-pyran-2-yloxy)ethyl][2-[4-[1-isopropyl-3-[[(methylsulfonyl)amino]-carbonyl]-1H-indol-6-yl]phenyl]ethyl]carbamate). Yield: 91.6%. As a reaction SMILES: [C:1]([O:5][C:6]([N:8]([CH2:32][C@@H:33]([C:41]1[CH:46]=[CH:45][CH:44]=[C:43]([Cl:47])[CH:42]=1)[O:34][CH:35]1[CH2:40][CH2:39][CH2:38][CH2:37][O:36]1)[CH2:9][CH2:10][C:11]1[CH:16]=[CH:15][C:14]([C:17]2[CH:25]=[C:24]3[C:20]([C:21]([C:29]([OH:31])=O)=[CH:22][N:23]3[CH:26]([CH3:28])[CH3:27])=[CH:19][CH:18]=2)=[CH:13][CH:12]=1)=[O:7])([CH3:4])([CH3:3])[CH3:2].C(N1C=CN=C1)(N1C=CN=C1)=O.[CH3:60][S:61]([NH2:64])(=[O:63])=[O:62].C1CCN2C(=NCCC2)CC1.Cl>CN(C)C=O>[Cl:47][C:43]1[CH:42]=[C:41]([C@@H:33]([O:34][CH:35]2[CH2:40][CH2:39][CH2:38][CH2:37][O:36]2)[CH2:32][N:8]([CH2:9][CH2:10][C:11]2[CH:12]=[CH:13][C:14]([C:17]3[CH:25]=[C:24]4[C:20]([C:21]([C:29]([NH:64][S:61]([CH3:60])(=[O:63])=[O:62])=[O:31])=[CH:22][N:23]4[CH:26]([CH3:28])[CH3:27])=[CH:19][CH:18]=3)=[CH:15][CH:16]=2)[C:6](=[O:7])[O:5][C:1]([CH3:4])([CH3:2])[CH3:3])[CH:46]=[CH:45][CH:44]=1. Procedure: To a solution of 6-[4-[2-[(tert-butoxycarbonyl)[(2R)-2-(3-chlorophenyl)-2-(tetrahydro-2H-pyran-2-yloxy)ethyl]-amino]ethyl]phenyl]-1-isopropyl-1H-indole-3-carboxylic acid (131 mg) in N,N-dimethylformamide (2 mL) was added 1,1′-carbonyldiimidazole (35 mg) at room temperature under nitrogen, and the mixture was stirred at the same temperature for 2.5 hours. To this one were added methanesulfonamide (46 mg) and 1,8-diazabicyclo[5.4.0]-7-undecene (72 mg) at room temperature, and the mixture was stirr... Starting materials: compound, [N+](=O)([O-])C1=CC=C(COC(=O)N=C(NCCCC(=O)N[C@@H]2CN(CC2)C(=O)OC(C)(C)C)NC(=O)OCC2=CC=C(C=C2)[N+](=O)[O-])C=C1 (tert-Butyl (3S)-3-[4-[2,3-di(4-nitrobenzyloxycarbonyl)guanidino]butanoylamino]-1-pyrrolidinecarboxylate), FC(C(=O)O)(F)F (trifluoroacetic acid). Run in ClCCCl (1,2-dichloroethane), ClCCl (dichloromethane). Run at time 10 minute. Product: FC(C(=O)O)(F)F.[N+](=O)([O-])C1=CC=C(COC(=O)N=C(NCCCC(=O)NC2CNC2)NC(=O)OCC2=CC=C(C=C2)[N+](=O)[O-])C=C1 (3-[4-[2,3-di(4-nitrobenzyloxycarbonyl)guanidino]-butanoylamino]azetidine trifluoroacetate). RXN SMILES: [N+:1]([C:4]1[CH:48]=[CH:47][C:7]([CH2:8][O:9][C:10]([N:12]=[C:13]([NH:33][C:34]([O:36][CH2:37][C:38]2[CH:43]=[CH:42][C:41]([N+:44]([O-:46])=[O:45])=[CH:40][CH:39]=2)=[O:35])[NH:14][CH2:15][CH2:16][CH2:17][C:18]([NH:20][C@H:21]2[CH2:25]C[N:23](C(OC(C)(C)C)=O)[CH2:22]2)=[O:19])=[O:11])=[CH:6][CH:5]=1)([O-:3])=[O:2].[F:49][C:50]([F:55])([F:54])[C:51]([OH:53])=[O:52]>ClCCl.ClCCCl>[F:49][C:50]([F:55])([F:54])[C:51]([OH:53])=[O:52].[N+:1]([C:4]1[CH:5]=[CH:6][C:7]([CH2:8][O:9][C:10]([N:12]=[C:13]([NH:33][C:34]([O:36][CH2:37][C:38]2[CH:43]=[CH:42][C:41]([N+:44]([O-:46])=[O:45])=[CH:40][CH:39]=2)=[O:35])[NH:14][CH2:15][CH2:16][CH2:17][C:18]([NH:20][CH:21]2[CH2:25][NH:23][CH2:22]2)=[O:19])=[O:11])=[CH:47][CH:48]=1)([O-:3])=[O:2] |f:4.5|. Procedure: To a solution of the compound (1.90 g), which had been obtained in (1), in anhydrous dichloromethane (20 ml), trifluoroacetic acid (10 ml) was added dropwise under ice cooling, followed by stirring at the same temperature for 10 minutes and then at room temperature for 10 minutes. The reaction mixture was diluted with 1,2-dichloroethane and concentrated by evaporation under reduced pressure. The residue was washed successively with hexane and diethyl ether by decantation and the solvent was dist... The reactants are FC(C=1C=C(OC2=NC=NC3=C(C=CC=C23)N)C=CC1)(F)F (4-(3-(trifluoromethyl)phenoxy)quinazolin-8-amine), CCN(C(C)C)C(C)C (DIPEA), ClC1=CC=C(C(=C1C(=O)O)F)CNC(C(C)(C)C)=O (6-chloro-2-fluoro-3-(pivalamidomethyl)benzoic acid), C(C(=O)Cl)(=O)Cl (oxalyl chloride). The reagents and catalysts are CN(C)C=O (DMF). The solvent is C(Cl)Cl (CH2Cl2). The product is ClC1=CC=C(C(=C1C(=O)NC=1C=CC=C2C(=NC=NC12)OC1=CC(=CC=C1)C(F)(F)F)F)CNC(C(C)(C)C)=O (6-Chloro-2-fluoro-3-(pivalamidomethyl)-N-(4-(3-(trifluoromethyl)phenoxy)quinazolin-8-yl)benzamide). Yield: 19.9%. As a reaction SMILES: [F:1][C:2]([F:22])([F:21])[C:3]1[CH:4]=[C:5]([CH:18]=[CH:19][CH:20]=1)[O:6][C:7]1[C:16]2[C:11](=[C:12]([NH2:17])[CH:13]=[CH:14][CH:15]=2)[N:10]=[CH:9][N:8]=1.[Cl:23][C:24]1[C:29]([C:30](O)=[O:31])=[C:28]([F:33])[C:27]([CH2:34][NH:35][C:36](=[O:41])[C:37]([CH3:40])([CH3:39])[CH3:38])=[CH:26][CH:25]=1.C(Cl)(=O)C(Cl)=O.CCN(C(C)C)C(C)C>CN(C=O)C.C(Cl)Cl>[Cl:23][C:24]1[C:29]([C:30]([NH:17][C:12]2[CH:13]=[CH:14][CH:15]=[C:16]3[C:11]=2[N:10]=[CH:9][N:8]=[C:7]3[O:6][C:5]2[CH:18]=[CH:19][CH:20]=[C:3]([C:2]([F:1])([F:21])[F:22])[CH:4]=2)=[O:31])=[C:28]([F:33])[C:27]([CH2:34][NH:35][C:36](=[O:41])[C:37]([CH3:39])([CH3:38])[CH3:40])=[CH:26][CH:25]=1. Procedure: The title compound was prepared following the procedure described in Example-1 using 4-(3-(trifluoromethyl)phenoxy)quinazolin-8-amine (Intermediate-8, 80 mg, 0.262 mmol), 6-chloro-2-fluoro-3-(pivalamidomethyl)benzoic acid (Intermediate-2, 150 mg, 0.521 mmol), oxalyl chloride (98 mg, 0.78 mmol), DMF (1 drop) and DIPEA (101 mg, 0.79 mmol) in CH2Cl2 (3 mL) to afford 30 mg of the title product. 1H NMR (300 MHz, DMSO-d6): δ 10.95 (s, 1H), 8.90 (d, J=8.1 Hz, 1H), 8.79 (s, 1H), 8.18 (d, J=6.9 Hz, 2H), ...